Dataset: the Open Reaction Database (ORD), a public repository of structured organic reaction records. Task: describe an organic reaction: reactants, conditions, products, and yield Reactants: ClC1=CC=C(C=C1)S(=O)(=O)NCCCCC(CCC(=O)OC(C)(C)C)CCCI (t-butyl 8-(p-chlorophenylsulfonamido)-4-(3-iodopropyl)-octanoate), N1C=NC=C1 (imidazole), C(C)(=O)OCC (ethyl acetate). Solvent: CN(C=O)C (dimethylformamide). Yields the product ClC1=CC=C(C=C1)S(=O)(=O)NCCCCC(CCC(=O)OC(C)(C)C)CCCN1C=NC=C1 (t-butyl 8-(p-chlorophenylsulfonamido)-4-[3-(1-imidazolyl)propyl]-octanoate). RXN SMILES: [Cl:1][C:2]1[CH:7]=[CH:6][C:5]([S:8]([NH:11][CH2:12][CH2:13][CH2:14][CH2:15][CH:16]([CH2:26][CH2:27][CH2:28]I)[CH2:17][CH2:18][C:19]([O:21][C:22]([CH3:25])([CH3:24])[CH3:23])=[O:20])(=[O:10])=[O:9])=[CH:4][CH:3]=1.[NH:30]1[CH:34]=[CH:33][N:32]=[CH:31]1.C(OCC)(=O)C>CN(C)C=O>[Cl:1][C:2]1[CH:7]=[CH:6][C:5]([S:8]([NH:11][CH2:12][CH2:13][CH2:14][CH2:15][CH:16]([CH2:26][CH2:27][CH2:28][N:30]2[CH:34]=[CH:33][N:32]=[CH:31]2)[CH2:17][CH2:18][C:19]([O:21][C:22]([CH3:25])([CH3:24])[CH3:23])=[O:20])(=[O:10])=[O:9])=[CH:4][CH:3]=1. Procedure: To a solution of 0.32 g (0.57 mmol) of t-butyl 8-(p-chlorophenylsulfonamido)-4-(3-iodopropyl)-octanoate in 3 ml dry dimethylformamide is added 0.116 g (1.7 mmol) imidazole and the mixture is then refluxed with ethyl acetate and washed with water and brine. The organic layer is dried, filtered, concentrated and then subjected to chromatography using ethyl acetate as eluent to yield t-butyl 8-(p-chlorophenylsulfonamido)-4-[3-(1-imidazolyl)propyl]-octanoate; IR (neat): 1718, 1337, 1164 cm-1 ; NMR (...